This data is from the Open Reaction Database (ORD), a public repository of structured organic reaction records. The task is: describe an organic reaction: reactants, conditions, products, and yield Reactants: ClCCl, COc1ccccc1N1CCNCC1, O=CCCc1cc(-c2ccc(Cl)cc2)no1. The product is COc1ccccc1N1CCN(CCCc2cc(-c3ccc(Cl)cc3)no2)CC1. As a reaction SMILES: [CH2:31]([Cl:32])[Cl:33].[CH3:17][O:18][c:19]1[c:20]([N:25]2[CH2:26][CH2:27][NH:28][CH2:29][CH2:30]2)[cH:21][cH:22][cH:23][cH:24]1.[Cl:1][c:2]1[cH:3][cH:4][c:5](-[c:8]2[n:9][o:10][c:11]([CH2:13][CH2:14][CH:15]=[O:16])[cH:12]2)[cH:6][cH:7]1>>[Cl:1][c:2]1[cH:3][cH:4][c:5](-[c:8]2[n:9][o:10][c:11]([CH2:13][CH2:14][CH2:15][N:28]3[CH2:27][CH2:26][N:25]([c:20]4[c:19]([O:18][CH3:17])[cH:24][cH:23][cH:22][cH:21]4)[CH2:30][CH2:29]3)[cH:12]2)[cH:6][cH:7]1. Starting materials: CC(C)(C)OC(=O)N1CCN(c2ccc(-c3cccc4nc(NC(=O)C5CC5)nn34)cc2)CC1, O=C([O-])O, [Na+], O=C(O)C(F)(F)F. Yields the product O=C(Nc1nc2cccc(-c3ccc(N4CCNCC4)cc3)n2n1)C1CC1. As a reaction SMILES: [C:1]([O:2][C:3](=[O:4])[N:8]1[CH2:9][CH2:10][N:11]([c:14]2[cH:15][cH:16][c:17](-[c:20]3[cH:21][cH:22][cH:23][c:24]4[n:25]3[n:26][c:27]([NH:29][C:30](=[O:31])[CH:32]3[CH2:33][CH2:34]3)[n:28]4)[cH:18][cH:19]2)[CH2:12][CH2:13]1)([CH3:5])([CH3:6])[CH3:7].[C:35](=[O:36])([O-:37])[OH:38].[Na+:39].[OH:40][C:41]([C:42]([F:43])([F:44])[F:45])=[O:46]>>[NH:8]1[CH2:9][CH2:10][N:11]([c:14]2[cH:15][cH:16][c:17](-[c:20]3[cH:21][cH:22][cH:23][c:24]4[n:25]3[n:26][c:27]([NH:29][C:30](=[O:31])[CH:32]3[CH2:33][CH2:34]3)[n:28]4)[cH:18][cH:19]2)[CH2:12][CH2:13]1. Reactants: COc1cnc2ccc(C(C)C(=O)OC(C)(C)C)cc2c1, CCOC(C)=O, Cl. Yields the product COc1cnc2ccc(C(C)C(=O)O)cc2c1, Cl. Reaction SMILES: [CH3:1][O:2][c:3]1[cH:4][n:5][c:6]2[cH:7][cH:8][c:9]([CH:13]([C:14](=[O:15])[O:16][C:17]([CH3:18])([CH3:19])[CH3:20])[CH3:21])[cH:10][c:11]2[cH:12]1.[CH3:23][CH2:24][O:25][C:26]([CH3:27])=[O:28].[ClH:22]>>[CH3:1][O:2][c:3]1[cH:4][n:5][c:6]2[cH:7][cH:8][c:9]([CH:13]([C:14](=[O:15])[OH:16])[CH3:21])[cH:10][c:11]2[cH:12]1.[ClH:22]. The reactants are CNS(=O)(=O)Cc1ccc2[nH]cc(CCCOS(C)(=O)=O)c2c1, COc1cncnc1N1CCNCC1, CC#N, CCN(C(C)C)C(C)C, [I-], [K+]. Yields the product CNS(=O)(=O)Cc1ccc2[nH]cc(CCCN3CCN(c4ncncc4OC)CC3)c2c1. Reaction SMILES: [CH3:1][S:2]([O:3][CH2:6][CH2:7][CH2:8][c:9]1[cH:10][nH:11][c:12]2[cH:13][cH:14][c:15]([CH2:18][S:19](=[O:20])(=[O:21])[NH:22][CH3:23])[cH:16][c:17]12)(=[O:4])=[O:5].[CH3:35][O:36][c:37]1[c:38]([N:43]2[CH2:44][CH2:45][NH:46][CH2:47][CH2:48]2)[n:39][cH:40][n:41][cH:42]1.[CH3:49][C:50]#[N:51].[CH:26]([N:27]([CH2:28][CH3:29])[CH:30]([CH3:31])[CH3:32])([CH3:33])[CH3:34].[I-:25].[K+:24]>>[CH2:6]([CH2:7][CH2:8][c:9]1[cH:10][nH:11][c:12]2[cH:13][cH:14][c:15]([CH2:18][S:19](=[O:20])(=[O:21])[NH:22][CH3:23])[cH:16][c:17]12)[N:46]1[CH2:45][CH2:44][N:43]([c:38]2[c:37]([O:36][CH3:35])[cH:42][n:41][cH:40][n:39]2)[CH2:48][CH2:47]1. Reactants: C=1C=CC2=C(C1)N=NN2O (HOBt), CC(N=C=NC(C)C)C (DIC), C1(CC1)N (cyclopropylamine), C(C)(C)(C)OC(=O)N[C@H](C(C(=O)O)(OCC)OCC)CCC ((S)-3-(tert-butoxycarbonylamino)-2,2-diethoxyhexanoic acid). The solvent is CN(C)C=O (DMF). Run at time 24 hour. Yields the product C1(CC1)NC(C([C@H](CCC)NC(OC(C)(C)C)=O)(OCC)OCC)=O ((S)-tert-butyl 1-(cyclopropylamino)-2,2-diethoxy-1-oxohexan-3-ylcarbamate). Yield: 35.6%. As a reaction SMILES: [C:1]([O:5][C:6]([NH:8][C@@H:9]([CH2:20][CH2:21][CH3:22])[C:10]([O:17][CH2:18][CH3:19])([O:14][CH2:15][CH3:16])[C:11]([OH:13])=O)=[O:7])([CH3:4])([CH3:3])[CH3:2].C1C=C[C:26]2N(O)N=[N:29][C:27]=2[CH:28]=1.CC(C)N=C=NC(C)C.C1(N)CC1>CN(C=O)C>[CH:27]1([NH:29][C:11](=[O:13])[C:10]([O:17][CH2:18][CH3:19])([O:14][CH2:15][CH3:16])[C@@H:9]([NH:8][C:6](=[O:7])[O:5][C:1]([CH3:2])([CH3:3])[CH3:4])[CH2:20][CH2:21][CH3:22])[CH2:28][CH2:26]1. Procedure: (S)-3-(tert-butoxycarbonylamino)-2,2-diethoxyhexanoic acid (8.03 g, 25.1 mmol) was dissolved under nitrogen in 400 mL DMF and HOBt (4.10 g, 30.3 mmol), DIC (7.7 mL, 49.7 mmol) and cyclopropylamine (3.5 mL, 50.0 mmol) were added to the reaction mixture. After stirring for 24 hours at room temperature, the mixture was quenched with 400 mL 5% NaCl and 800 mL EtOAc and the phases were separated. The aqueous phase was extracted with 100 mL EtOAc, the combined organic phases were dried over Na2SO4 and... RXN SMILES: [C:1]([SH:5])([CH3:4])([CH3:3])[CH3:2]>C(#N)C>[C:1]([S:5][S:5][C:1]([CH3:4])([CH3:3])[CH3:2])([CH3:4])([CH3:3])[CH3:2]. The product is C(C)(C)(C)SSC(C)(C)C (t-butyl disulfide). The reactants are solution, C(C)(C)(C)S (t-butyl mercaptan). Procedure details: A 150 μg portion of LL-E33288γ1 -I in 1 ml of acetonitrile was treated with 50 μl of a 1μ mole/ml solution of t-butyl mercaptan in acetonitrile. After 21/4 hours, the reaction was complete, giving the t-butyl disulfide of LL-E33288γ1 -I. The solvent is C(C)#N (acetonitrile), C(C)#N (acetonitrile). Reactants: CS(C)=O, Cl, [K+], c1ccc2[nH]c(-c3ccc(OCCN4CCCC4)cc3)cc2c1, ClCc1ccc(OCCN2CCCC2)cc1, [OH-]. Product: c1ccc2[nH]ccc2c1. As a reaction SMILES: [CH3:43][S:44]([CH3:45])=[O:46].[ClH:26].[K+:25].[N:1]1([CH2:2][CH2:3][O:4][c:5]2[cH:6][cH:7][c:8](-[c:15]3[nH:16][c:17]4[cH:18][cH:19][cH:20][cH:21][c:22]4[cH:23]3)[cH:9][cH:10]2)[CH2:11][CH2:12][CH2:13][CH2:14]1.[N:27]1([CH2:28][CH2:29][O:30][c:31]2[cH:32][cH:33][c:34]([CH2:35][Cl:36])[cH:37][cH:38]2)[CH2:39][CH2:40][CH2:41][CH2:42]1.[OH-:24]>>[cH:15]1[nH:16][c:17]2[cH:18][cH:19][cH:20][cH:21][c:22]2[cH:23]1. Procedure details: A mixture of 6-bromo-2-isobutyl-1-oxo-4-phenyl-1,2-dihydroisoquinoline-3-carbonitrile (16.0 g), sponge cobalt (manufactured by Kawaken Fine Chemicals Co., Ltd.; trademark: ODHT-60) (4 ml), 25% ammonium hydroxide (2 ml) and tetrahydrofuran. (80 ml) was stirred at 60° C. at a 1 MPa hydrogen pressure for 4 h and the catalyst was filtered off. The solvent was evaporated and acetonitrile (48 ml) was added to the residue. The mixture was heated to about 70° C. The obtained solution was cooled to 25° C... RXN SMILES: [Br:1][C:2]1[CH:3]=[C:4]2[C:9](=[CH:10][CH:11]=1)[C:8](=[O:12])[N:7]([CH2:13][CH:14]([CH3:16])[CH3:15])[C:6]([C:17]#[N:18])=[C:5]2[C:19]1[CH:24]=[CH:23][CH:22]=[CH:21][CH:20]=1.[OH-].[NH4+].[H][H]>[Co].O1CCCC1>[NH2:18][CH2:17][C:6]1[N:7]([CH2:13][CH:14]([CH3:16])[CH3:15])[C:8](=[O:12])[C:9]2[C:4]([C:5]=1[C:19]1[CH:24]=[CH:23][CH:22]=[CH:21][CH:20]=1)=[CH:3][C:2]([Br:1])=[CH:11][CH:10]=2 |f:1.2|. Conditions: temperature 70 celsius, time 1 hour. Reagents/catalysts: [Co] (cobalt). Product: NCC=1N(C(C2=CC=C(C=C2C1C1=CC=CC=C1)Br)=O)CC(C)C (3-(Aminomethyl)-6-bromo-2-isobutyl-4-phenylisoquinolin-1(2H)-one). Run in O1CCCC1 (tetrahydrofuran). Starting materials: [H][H] (hydrogen), BrC=1C=C2C(=C(N(C(C2=CC1)=O)CC(C)C)C#N)C1=CC=CC=C1 (6-bromo-2-isobutyl-1-oxo-4-phenyl-1,2-dihydroisoquinoline-3-carbonitrile), [OH-].[NH4+] (ammonium hydroxide). Isolated yield 91.5%.